Dataset: the Open Reaction Database (ORD), a public repository of structured organic reaction records. Task: describe an organic reaction: reactants, conditions, products, and yield Yields the product CCOC(=O)Nc1c(C)cc(Br)cc1C. The reactants are Cc1cc(Br)cc(C)c1N, CC#N, CCOC(=O)Cl, O. As a reaction SMILES: [Br:7][c:8]1[cH:9][c:10]([CH3:16])[c:11]([NH2:15])[c:12]([CH3:14])[cH:13]1.[CH3:18][C:19]#[N:20].[Cl:1][C:2](=[O:3])[O:4][CH2:5][CH3:6].[OH2:17]>>[C:2](=[O:3])([O:4][CH2:5][CH3:6])[NH:15][c:11]1[c:10]([CH3:16])[cH:9][c:8]([Br:7])[cH:13][c:12]1[CH3:14]. Starting materials: C(C)[Mg]Br (Ethylmagnesium bromide), solution, C(C1=CC=CC=C1)OC1=C(C#N)C=C(C=C1)F (2-(benzyloxy)-5-fluorobenzonitrile), B(F)(F)F.CCOCC (Boron trifluoride etherate). Reagents/catalysts: CC(C)[O-].CC(C)[O-].CC(C)[O-].CC(C)[O-].[Ti+4] (tetraisopropyl orthotitanate). Solvent: C(C)OCC (diethyl ether), C(C)OCC (diethyl ether). Run at temperature -78 celsius, time 15 minute. The product is FC=1C=CC(=C(C1)C1(CC1)N)OCC1=CC=CC=C1 (1-[5-Fluoro-2-(phenylmethoxy)phenyl]-cyclopropanamine). RXN SMILES: [CH2:1]([Mg]Br)[CH3:2].[CH2:5]([O:12][C:13]1[CH:20]=[CH:19][C:18]([F:21])=[CH:17][C:14]=1[C:15]#[N:16])[C:6]1[CH:11]=[CH:10][CH:9]=[CH:8][CH:7]=1.B(F)(F)F.CCOCC>C(OCC)C.CC([O-])C.CC([O-])C.CC([O-])C.CC([O-])C.[Ti+4]>[F:21][C:18]1[CH:19]=[CH:20][C:13]([O:12][CH2:5][C:6]2[CH:7]=[CH:8][CH:9]=[CH:10][CH:11]=2)=[C:14]([C:15]2([NH2:16])[CH2:2][CH2:1]2)[CH:17]=1 |f:2.3,5.6.7.8.9|. Reported procedure: Ethylmagnesium bromide, (35.2 ml of a 3M solution in diethyl ether) was added as a slow stream to a mechanically stirred mixture of tetraisopropyl orthotitanate (16.37 mL) and 2-(benzyloxy)-5-fluorobenzonitrile (12 g) in diethyl ether (400 mL) cooled to −78° C. The resulting solution was stirred at −78° C. for 15 min and then warmed to room temperature over 1.5 h. Boron trifluoride etherate (13.38 mL) was added and the mixture was stirred for 30 min. The reaction was quenched with 1 M HCl (400 m... Starting materials: C1=CC(=CC=C1C(=C2C=CC(=N)C=C2)C=3C=CC(=CC3)N)N (pararosaniline), S(=O)(=O)([O-])S(=O)[O-].[Na+].[Na+] (sodium metabisulfite). Yields the product C1=CC=C2C=CC=3C=C4C(=C5C=CC1=C2C53)C=CC=C4 (Benzo(a)pyrene). Reaction SMILES: C1C([C:7]([C:15]2[CH:16]=[CH:17][C:18](N)=[CH:19][CH:20]=2)=[C:8]2[CH:14]=CC(=N)[CH:10]=[CH:9]2)=CC=C(N)C=1.S(S([O-])=O)([O-])(=O)=O.[Na+].[Na+]>>[CH:20]1[C:15]2=[C:16]3[C:14]4[C:9]([CH:8]=[CH:7]2)=[C:16]2[CH:17]=[CH:18][CH:19]=[CH:20][C:15]2=[CH:7][C:8]=4[CH:9]=[CH:10][C:17]3=[CH:18][CH:19]=1 |f:1.2.3|. Procedure: Two spots were prepared by manual streaking on a glass plate. The bottom layer of each spot consisted of 0.15 mL of a 4 mg/mL porcine 300 Bloom gelatin solution containing 1.2 mg/mL pararosaniline (PRA) reduced with solid sodium metabisulfite, spread over an area of 1100-1500 mm2. After drying in air for two hours, the second layer, containing the following materials, was deposited. 0.05 mL of fresh rat liver microsomes containing approximately 62 mg/mL protein was added to 0.30 mL of a sodium p... The reactants are CS(=O)(=O)Nc1ccc(-c2ccc(S(=O)(=O)n3ccc(C=CC(=O)NOC4CCCCO4)c3)cc2)cc1, CO. Product: CS(=O)(=O)Nc1ccc(-c2ccc(S(=O)(=O)n3ccc(C=CC(=O)NO)c3)cc2)cc1. Reaction SMILES: [CH3:1][S:2](=[O:3])(=[O:4])[NH:5][c:6]1[cH:7][cH:8][c:9](-[c:12]2[cH:13][cH:14][c:15]([S:18](=[O:19])(=[O:20])[n:21]3[cH:22][c:23]([CH:26]=[CH:27][C:28](=[O:29])[NH:30][O:31][CH:32]4[CH2:33][CH2:34][CH2:35][CH2:36][O:37]4)[cH:24][cH:25]3)[cH:16][cH:17]2)[cH:10][cH:11]1.[CH3:38][OH:39]>>[CH3:1][S:2](=[O:3])(=[O:4])[NH:5][c:6]1[cH:7][cH:8][c:9](-[c:12]2[cH:13][cH:14][c:15]([S:18](=[O:19])(=[O:20])[n:21]3[cH:22][c:23]([CH:26]=[CH:27][C:28](=[O:29])[NH:30][OH:31])[cH:24][cH:25]3)[cH:16][cH:17]2)[cH:10][cH:11]1. Reactants: Cc1ccccc1, O=c1n(Cl)c(=O)n(Cl)c(=O)n1Cl, FC(F)(F)c1ccc(NCl)nc1, Nc1ccc(C(F)(F)F)cn1, [Na+], [OH-]. Yields the product Nc1ncc(C(F)(F)F)cc1Cl. Reaction SMILES: [CH3:38][c:39]1[cH:40][cH:41][cH:42][cH:43][cH:44]1.[Cl:12][n:13]1[c:14](=[O:15])[n:16]([Cl:17])[c:18](=[O:19])[n:20]([Cl:21])[c:22]1=[O:23].[Cl:24][NH:25][c:26]1[cH:27][cH:28][c:29]([C:30]([F:31])([F:32])[F:33])[cH:34][n:35]1.[NH2:1][c:2]1[n:3][cH:4][c:5]([C:8]([F:9])([F:10])[F:11])[cH:6][cH:7]1.[Na+:37].[OH-:36]>>[NH2:1][c:2]1[n:3][cH:4][c:5]([C:8]([F:9])([F:10])[F:11])[cH:6][c:7]1[Cl:12]. The reactants are CCOC(=O)C(C(C)C)P(=O)(OCC)OCC, C1CCOC1, COc1ccc2c(Oc3ccc(C=O)cc3)c(-c3ccccc3)c(C)cc2c1, [Li]CCCC. The product is CCOC(=O)C(=Cc1ccc(Oc2c(-c3ccccc3)c(C)cc3cc(OC)ccc23)cc1)C(C)C. RXN SMILES: [CH2:29]([CH3:30])[O:31][C:32]([CH:33]([CH:34]([CH3:35])[CH3:36])[P:37]([O:38][CH2:39][CH3:40])([O:41][CH2:42][CH3:43])=[O:44])=[O:45].[CH2:51]1[O:52][CH2:53][CH2:54][CH2:55]1.[CH3:1][c:2]1[c:3](-[c:23]2[cH:24][cH:25][cH:26][cH:27][cH:28]2)[c:4]([O:14][c:15]2[cH:16][cH:17][c:18]([CH:19]=[O:20])[cH:21][cH:22]2)[c:5]2[cH:6][cH:7][c:8]([O:12][CH3:13])[cH:9][c:10]2[cH:11]1.[CH3:46][CH2:47][CH2:48][CH2:49][Li:50]>>[CH3:1][c:2]1[c:3](-[c:23]2[cH:24][cH:25][cH:26][cH:27][cH:28]2)[c:4]([O:14][c:15]2[cH:16][cH:17][c:18]([CH:19]=[C:33]([C:32]([O:31][CH2:29][CH3:30])=[O:45])[CH:34]([CH3:35])[CH3:36])[cH:21][cH:22]2)[c:5]2[cH:6][cH:7][c:8]([O:12][CH3:13])[cH:9][c:10]2[cH:11]1. Starting materials: ClC1=CC=C(C=N1)CC=1C=C2C(N(C=NC2=C2C1C=NC=C2)[C@@H]2[C@H](CCCC2)O)=O (6-[(6-chloropyridin-3-yl)methyl]-3-[(1S,2S)-2-hydroxycyclohexyl]pyrido[3,4-h]quinazolin-4(3H)-one), CN[C@H]1[C@@H](CCCC1)NC (trans-N,N′-dimethylcyclohexane-1,2-diamine), CO (methanol). Reagents/catalysts: [Cu]I (copper(I) iodide). Run at temperature 150 celsius. The product is O[C@@H]1[C@H](CCCC1)N1C=NC2=C3C(=C(C=C2C1=O)CC=1C=NC(=CC1)OC)C=NC=C3 (3-[(1S,2S)-2-Hydroxycyclohexyl]-6-[(6-methoxypyridin-3-yl)methyl]pyrido[3,4-h]quinazolin-4(3H)-one). Reaction SMILES: Cl[C:2]1[N:7]=[CH:6][C:5]([CH2:8][C:9]2[CH:10]=[C:11]3[C:16](=[C:17]4[CH:22]=[CH:21][N:20]=[CH:19][C:18]=24)[N:15]=[CH:14][N:13]([C@H:23]2[CH2:28][CH2:27][CH2:26][CH2:25][C@@H:24]2[OH:29])[C:12]3=[O:30])=[CH:4][CH:3]=1.CN[C@@H]1CCCC[C@H]1NC.[CH3:41][OH:42]>[Cu]I>[OH:29][C@H:24]1[CH2:25][CH2:26][CH2:27][CH2:28][C@@H:23]1[N:13]1[C:12](=[O:30])[C:11]2[C:16](=[C:17]3[CH:22]=[CH:21][N:20]=[CH:19][C:18]3=[C:9]([CH2:8][C:5]3[CH:6]=[N:7][C:2]([O:42][CH3:41])=[CH:3][CH:4]=3)[CH:10]=2)[N:15]=[CH:14]1. Procedure details: To a solution of 6-[(6-chloropyridin-3-yl)methyl]-3-[(1S,2S)-2-hydroxycyclohexyl]pyrido[3,4-h]quinazolin-4(3H)-one (Example 1, 0.060 g, 0.14 mmol) in 2 mL of methanol under an atmosphere of nitrogen was added trans-N,N′-dimethylcyclohexane-1,2-diamine (6.0 mg, 0.042 mmol) and copper(I) iodide (6.0 mg, 0.033 mmol). The mixture was heated at 150° C. for 15 h in a sealed pressure vessel, cooled to rt, and concentrated in vacuo. The residue was purified via silica gel chromatography, eluting with 0-...